From a dataset of the Open Reaction Database (ORD), a public repository of structured organic reaction records. describe an organic reaction: reactants, conditions, products, and yield Reactants: ClCC(=O)NC(CC1=CC(=C(C=C1)C)F)(C)C (2-Chloro-N-[1-(3-fluoro-4-methylphenyl)-2-methylpropan-2-yl]acetamide), NC(=S)N (thiourea). Run in C(C)(=O)O (acetic acid), C(C)O (ethanol). Run at temperature 100 celsius, time 8 hour. Yields the product FC=1C=C(C=CC1C)CC(C)(C)N ((1-(3-Fluoro-4-methylphenyl)-2-methylpropan-2-yl)amine). The yield is 62.6%. As a reaction SMILES: ClCC([NH:5][C:6]([CH3:17])([CH3:16])[CH2:7][C:8]1[CH:13]=[CH:12][C:11]([CH3:14])=[C:10]([F:15])[CH:9]=1)=O.NC(N)=S>C(O)(=O)C.C(O)C>[F:15][C:10]1[CH:9]=[C:8]([CH2:7][C:6]([NH2:5])([CH3:16])[CH3:17])[CH:13]=[CH:12][C:11]=1[CH3:14]. Procedure details: 2-Chloro-N-[1-(3-fluoro-4-methylphenyl)-2-methylpropan-2-yl]acetamide (131.6 g) obtained in Step 6 was dissolved in acetic acid (200 ml) and ethanol (1 L), and thiourea (46.6 g) was added. The mixture was stirred overnight at 100° C. The reaction mixture was cooled to room temperature, and the precipitated crystals were filtered. The filtrate was concentrated under reduced pressure, and 4N-sodium hydroxide solution (300 ml) was added to the obtained residue. The mixture was extracted 3 times wit... Reactants: CCO, COC(=O)c1cc(Cl)c(C)c(F)c1Cl, Cl, [K+], [OH-]. Product: Cc1c(Cl)cc(C(=O)O)c(Cl)c1F. As a reaction SMILES: [CH3:18][CH2:19][OH:20].[Cl:1][c:2]1[c:3]([C:4](=[O:5])[O:6][CH3:7])[cH:8][c:9]([Cl:14])[c:10]([CH3:13])[c:11]1[F:12].[ClH:17].[K+:16].[OH-:15]>>[Cl:1][c:2]1[c:3]([C:4](=[O:5])[OH:6])[cH:8][c:9]([Cl:14])[c:10]([CH3:13])[c:11]1[F:12]. Starting materials: Cl.C(C)C1=CC2N(C(C1CC2C(=O)OCC)CC2=CC=CC=C2)CC2=CC=CC=C2 (ethyl 8-ethyl-2,3-di(phenylmethyl)-2-azabicyclo[2.2.2]oct-7-ene-6-carboxylate hydrochloride). The solvent is C1(=CC=CC=C1)C (toluene). Product: C1(=CC=CC=C1)CN1C(C=C(C=C1)CC)CC1=CC=CC=C1 (1,2-dihydro-N,2-di(phenylmethyl)-4-ethylpyridine), C(C=C)(=O)OCC (ethyl acrylate). Yield: 451.8%. RXN SMILES: Cl.[CH2:2]([C:4]1[CH:9]2[CH2:10][CH:11]([C:12]([O:14][CH2:15][CH3:16])=[O:13])[CH:6]([N:7]([CH2:24][C:25]3[CH:30]=[CH:29][CH:28]=[CH:27][CH:26]=3)[CH:8]2[CH2:17][C:18]2[CH:23]=[CH:22][CH:21]=[CH:20][CH:19]=2)[CH:5]=1)[CH3:3]>C1(C)C=CC=CC=1>[C:25]1([CH2:24][N:7]2[CH:6]=[CH:5][C:4]([CH2:2][CH3:3])=[CH:9][CH:8]2[CH2:17][C:18]2[CH:23]=[CH:22][CH:21]=[CH:20][CH:19]=2)[CH:26]=[CH:27][CH:28]=[CH:29][CH:30]=1.[C:12]([O:14][CH2:15][CH3:16])(=[O:13])[CH:11]=[CH2:10] |f:0.1|. Reported procedure: Following a procedure similar to that described in Example 1(c), 132 g (44%) of ethyl 8-ethyl-2,3-di(phenylmethyl)-2-azabicyclo[2.2.2]oct-7-ene-6-carboxylate hydrochloride, m.p. 197°-200° C., was obtained from 1,2-dihydro-N,2-di(phenylmethyl)-4-ethylpyridine of Example 3(b), toluene (1400 mL) and ethyl acrylate (154 mL, 1.4 mol). The reactants are BrC=1C=CC(=C(C1)C1C(N(C2=CC=CC=C12)CC=1OC(=CC1)C(F)(F)F)=O)O (3-(5-bromo-2-hydroxyphenyl)-1-((5-(trifluoromethyl)furan-2-yl)methyl)indolin-2-one), C1(=CC=CC=C1)C(N1C(C(C2=CC=CC=C12)C1=C(C=C(C(=C1)C)OC)O)=O)C1=CC=CC=C1 (1-(diphenylmethyl)-3-(2-hydroxy-4-methoxy-5-methylphenyl)-1,3-dihydro-2H-indol-2-one). Yields the product BrC=1C=CC2=C(C1)C1(C(N(C3=CC=CC=C13)CC=1OC(=CC1)C(F)(F)F)=O)CO2 (5-bromo-1′-((5-(trifluoromethyl)furan-2-yl)methyl)-2H-spiro[benzofuran-3,3′-indolin]-2′-one). Reaction SMILES: [Br:1][C:2]1[CH:3]=[CH:4][C:5]([OH:28])=[C:6]([CH:8]2[C:16]3[C:11](=[CH:12][CH:13]=[CH:14][CH:15]=3)[N:10]([CH2:17][C:18]3[O:19][C:20]([C:23]([F:26])([F:25])[F:24])=[CH:21][CH:22]=3)[C:9]2=[O:27])[CH:7]=1.[C:29]1(C(C2C=CC=CC=2)N2C3C(=CC=CC=3)C(C3C=C(C)C(OC)=CC=3O)C2=O)C=CC=CC=1>>[Br:1][C:2]1[CH:3]=[CH:4][C:5]2[O:28][CH2:29][C:8]3([C:16]4[C:11](=[CH:12][CH:13]=[CH:14][CH:15]=4)[N:10]([CH2:17][C:18]4[O:19][C:20]([C:23]([F:26])([F:25])[F:24])=[CH:21][CH:22]=4)[C:9]3=[O:27])[C:6]=2[CH:7]=1. Reported procedure: Following the procedure as described in EXAMPLE 2 and making non-critical variations using 3-(5-bromo-2-hydroxyphenyl)-1-((5-(trifluoromethyl)furan-2-yl)methyl)indolin-2-one to replace 1-(diphenylmethyl)-3-(2-hydroxy-4-methoxy-5-methylphenyl)-1,3-dihydro-2H-indol-2-one, 5-bromo-1′-((5-(trifluoromethyl)furan-2-yl)methyl)-2H-spiro[benzofuran-3,3′-indolin]-2′-one was obtained (78%) as a colorless solid: 1H NMR (300 MHz, CDCl3) δ7.36-7.27 (m, 2H), 7.17-6.98 (m, 3H), 6.8 (d, J=8.6 Hz, 1H), 6.78-6.72 ... Reactants: C1(=CC=CC=C1)C#CC1=CC=CC=C1 (diphenylacetylene). The solvent is C1(=CC=CC=C1)C (toluene). Yields the product C1(=CC=CC=C1)C1=C(C(=C(C(=C1C1=CC=CC=C1)C1=CC=CC=C1)C1=CC=CC=C1)C1=CC=CC=C1)C1=CC=CC=C1 (hexaphenylbenzene). Yield: 8.0%. As a reaction SMILES: [C:1]1([C:7]#[C:8][C:9]2[CH:14]=[CH:13][CH:12]=[CH:11][CH:10]=2)[CH:6]=[CH:5][CH:4]=[CH:3][CH:2]=1>C1(C)C=CC=CC=1>[C:1]1([C:7]2[C:7]([C:1]3[CH:6]=[CH:5][CH:4]=[CH:3][CH:2]=3)=[C:8]([C:9]3[CH:14]=[CH:13][CH:12]=[CH:11][CH:10]=3)[C:8]([C:9]3[CH:10]=[CH:11][CH:12]=[CH:13][CH:14]=3)=[C:7]([C:1]3[CH:6]=[CH:5][CH:4]=[CH:3][CH:2]=3)[C:8]=2[C:9]2[CH:10]=[CH:11][CH:12]=[CH:13][CH:14]=2)[CH:6]=[CH:5][CH:4]=[CH:3][CH:2]=1. Reported procedure: By far the most studied and useful cyclotrimerization catalysts have been of the η5 -cyclopentadienyl cobalt (CpCo) family. In 1967, Yamazaki and Hagihara isolated the first cobalt cyclopentadiene triphenylphosphine complex (CpCoP(Ph)3), which when treated with a stoichiometric amount of diphenylacetylene in refluxing toluene produced hexaphenylbenzene in 8% yield after one hour. (Yamazaki and Hagihara (1967) J. Organomet. Chem. 7:22). Cobalt cyclopentadiene dicarbonyl (CpCo(CO)2) (5), a commerc... Reactants: C(C=C)OC(C[C@@H]([C@@H](C(C)C)NC([C@@H](C)NC([C@@H](C(C)C)NC(C[C@@H](\C=C\CCSC(C1=CC=CC=C1)(C1=CC=CC=C1)C1=CC=CC=C1)O)=O)=O)=O)O)=O ((3S,4R)-3-Hydroxy-4-{(R)-2-[(R)-2-((E)-(S)-3-hydroxy-7-tritylsulfanyl-hept-4-enoylamino)-3-methyl-butyrylamino]-propionylamino}-5-methyl-hexanoic acid allyl ester), N1CCOCC1 (morpholine). The reagents and catalysts are C=1C=CC(=CC1)[P](C=2C=CC=CC2)(C=3C=CC=CC3)[Pd]([P](C=4C=CC=CC4)(C=5C=CC=CC5)C=6C=CC=CC6)([P](C=7C=CC=CC7)(C=8C=CC=CC8)C=9C=CC=CC9)[P](C=1C=CC=CC1)(C=1C=CC=CC1)C=1C=CC=CC1 (Pd(PPh3)4). The solvent is CO (methanol). Reaction conditions: time 2 hour. Product: O[C@@H](CC(=O)O)[C@@H](C(C)C)NC([C@@H](C)NC([C@@H](C(C)C)NC(C[C@@H](\C=C\CCSC(C1=CC=CC=C1)(C1=CC=CC=C1)C1=CC=CC=C1)O)=O)=O)=O ((3S,4R)-3-Hydroxy-4-{(R)-2-[(R)-2-((E)-(S)-3-hydroxy-7-tritylsulfanyl-hept-4-enoylamino)-3-methyl-butyrylamino]-propionylamino}-5-methyl-hexanoic acid). Yield: 90.0%. RXN SMILES: C([O:4][C:5](=[O:55])[CH2:6][C@H:7]([OH:54])[C@H:8]([NH:12][C:13](=[O:53])[C@H:14]([NH:16][C:17](=[O:52])[C@H:18]([NH:22][C:23](=[O:51])[CH2:24][C@H:25]([OH:50])/[CH:26]=[CH:27]/[CH2:28][CH2:29][S:30][C:31]([C:44]1[CH:49]=[CH:48][CH:47]=[CH:46][CH:45]=1)([C:38]1[CH:43]=[CH:42][CH:41]=[CH:40][CH:39]=1)[C:32]1[CH:37]=[CH:36][CH:35]=[CH:34][CH:33]=1)[CH:19]([CH3:21])[CH3:20])[CH3:15])[CH:9]([CH3:11])[CH3:10])C=C.N1CCOCC1>CO.C1C=CC([P]([Pd]([P](C2C=CC=CC=2)(C2C=CC=CC=2)C2C=CC=CC=2)([P](C2C=CC=CC=2)(C2C=CC=CC=2)C2C=CC=CC=2)[P](C2C=CC=CC=2)(C2C=CC=CC=2)C2C=CC=CC=2)(C2C=CC=CC=2)C2C=CC=CC=2)=CC=1>[OH:54][C@H:7]([C@H:8]([NH:12][C:13](=[O:53])[C@H:14]([NH:16][C:17](=[O:52])[C@H:18]([NH:22][C:23](=[O:51])[CH2:24][C@H:25]([OH:50])/[CH:26]=[CH:27]/[CH2:28][CH2:29][S:30][C:31]([C:38]1[CH:43]=[CH:42][CH:41]=[CH:40][CH:39]=1)([C:32]1[CH:37]=[CH:36][CH:35]=[CH:34][CH:33]=1)[C:44]1[CH:49]=[CH:48][CH:47]=[CH:46][CH:45]=1)[CH:19]([CH3:20])[CH3:21])[CH3:15])[CH:9]([CH3:11])[CH3:10])[CH2:6][C:5]([OH:55])=[O:4] |^1:67,69,88,107|. Procedure details: To a solution of 7 (152.2 mg, 0.2 mmol), Pd(PPh3)4 (23.2 mg, 0.02 mmol) in dry methanol (6 mL) under argon was added morpholine (35 μL, 0.40 mmol) which was allowed to stir for 2 h. The reaction mixture was concentrated in vacuo, purification by column chromatography on silica (eluent 0:1-5:95-10:90-10:90+0.5% AcOH MeOH/CH2Cl2) to give a yellow solid 8 (137 mg, 0.18 mmol, 100%): Rf 0.19 MeOH/CH2Cl2 (1:9+0.5% AcOH); IR (thin film) 3271 (b), 2962 (m), 2926 (m), 1624 (s), 1536 (m) cm−1. The reactants are [OH-].[Na+] (sodium hydroxide), C(C)(=O)[O-].[Na+] (sodium acetate), N1C=C(C=C1)CN1CCOCC1 (4-(1H-Pyrrol-3-ylmethyl)-morpholine), CN(C)C=O (DMF), O=P(Cl)(Cl)Cl (POCl3), ( 9-10 ). Solvent: C(Cl)Cl (DCM), C(Cl)Cl (DCM), C(Cl)Cl (DCM). Run at time 5 minute. Product: N1(CCOCC1)CC1=C(NC=C1)C=O (3-Morpholin-4-ylmethyl-1H-pyrrole-2-carbaldehyde). As a reaction SMILES: CN([CH:4]=[O:5])C.O=P(Cl)(Cl)Cl.[NH:11]1[CH:15]=[CH:14][C:13]([CH2:16][N:17]2[CH2:22][CH2:21][O:20][CH2:19][CH2:18]2)=[CH:12]1.C([O-])(=O)C.[Na+].[OH-].[Na+]>C(Cl)Cl>[N:17]1([CH2:16][C:13]2[CH:14]=[CH:15][NH:11][C:12]=2[CH:4]=[O:5])[CH2:18][CH2:19][O:20][CH2:21][CH2:22]1 |f:3.4,5.6|. Procedure details: To a solution of DMF (66 mmoles) in DCM there is added, dropwise, at 0° C., POCl3. After stirring for 5 minutes, a solution of the compound obtained in Step B (33 mmoles) in DCM (60 ml) is added dropwise. After stirring for 4 hours at 0° C. and for 30 minutes at reflux, an aqueous solution of sodium acetate (110 mmoles) is added. After a further 30 minutes at reflux, aqueous 2M sodium hydroxide solution is added at ambient temperature until the pH is alkaline (9-10). The solution is stirred for ... Starting materials: C[Si](CCOCCl)(C)C (2-(trimethylsilyl)ethoxymethyl chloride), N1C(NC(C2=NC=CN=C12)=O)=O (pteridin-2,4-dione), N1C(NC(C=C1)=O)=O (pyrimidine-2,4-dione). Yields the product C(C1=CC=CC=C1)OCCl (benzyloxymethyl chloride), title compound. Isolated yield 53.0%. As a reaction SMILES: N1[C:10]2[C:5](=NC=CN=2)[C:4](=O)NC1=O.N1C=[CH:17][C:16](=O)NC1=O.C[Si](C)(C)[CH2:23][CH2:24][O:25][CH2:26][Cl:27]>>[CH2:24]([O:25][CH2:26][Cl:27])[C:23]1[CH:4]=[CH:5][CH:10]=[CH:17][CH:16]=1. Procedure details: In a similar manner to the procedures described in Reference Example 3, reactions were carried out using pteridin-2,4-dione, instead of pyrimidine-2,4-dione, and using 2-(trimethylsilyl)ethoxymethyl chloride, instead of benzyloxymethyl chloride, to give the title compound (yield 53%) as a yellow powder.